From a dataset of the Open Reaction Database (ORD), a public repository of structured organic reaction records. describe an organic reaction: reactants, conditions, products, and yield The reactants are CCN(CC)CCCOc1ccc([N+](=O)[O-])cc1, CO. The product is CCN(CC)CCCOc1ccc(N)cc1. Reaction SMILES: [CH2:1]([CH3:2])[N:3]([CH2:4][CH2:5][CH2:6][O:7][c:8]1[cH:9][cH:10][c:11]([N+:14]([O-:15])=[O:16])[cH:12][cH:13]1)[CH2:17][CH3:18].[CH3:19][OH:20]>>[CH2:1]([CH3:2])[N:3]([CH2:4][CH2:5][CH2:6][O:7][c:8]1[cH:9][cH:10][c:11]([NH2:14])[cH:12][cH:13]1)[CH2:17][CH3:18]. Reactants: N[C@@H](CC(O)=O)C(=O)O (Asp), N[C@@H](C)C(=O)O (Ala). Yields the product N[C@@H](CCC(O)=O)C(=O)O (Glu). As a reaction SMILES: [NH2:1][C@H:2]([C:7]([OH:9])=[O:8])[CH2:3][C:4](=O)O.N[C@H]([C:13]([OH:15])=[O:14])C>>[NH2:1][C@H:2]([C:7]([OH:9])=[O:8])[CH2:3][CH2:4][C:13](=[O:14])[OH:15]. Reported procedure: A4Glu, Asp, Pro, or Ala; Starting materials: O (water), C(#N)C1(CCC(C(C1)C(=O)OC)=O)C1=CC=C(C2=C1N=C(O2)C(C)C)OC (methyl 5-cyano-5-(2-isopropyl-7-methoxybenzoxazol-4-yl)-2-oxocyclohexanecarboxylate), C(#N)C1(CCC(C(C1)C(=O)OC)=O)C1=CC=C(C2=C1N=C(O2)C(C)C)OC (methyl 5-cyano-5-(2-isopropyl-7-methoxybenzoxazol-4-yl)-2-oxocyclohexanecarboxylate), [Na+].[Cl-] (NaCl). Run in CS(=O)C (DMSO). Reaction conditions: temperature 140 celsius, time 8.5 hour. Product: C(#N)C1(CCC(CC1)=O)C1=CC=C(C2=C1N=C(O2)C(C)C)OC (4-Cyano-4-(2-isopropyl-7-methoxybenzoxazol-4-yl)cyclohexanone). Isolated yield 77.5%. Reaction SMILES: [C:1]([C:3]1([C:14]2[C:19]3[N:20]=[C:21]([CH:23]([CH3:25])[CH3:24])[O:22][C:18]=3[C:17]([O:26][CH3:27])=[CH:16][CH:15]=2)[CH2:8][CH:7](C(OC)=O)[C:6](=[O:13])[CH2:5][CH2:4]1)#[N:2].[Na+].[Cl-].O>CS(C)=O>[C:1]([C:3]1([C:14]2[C:19]3[N:20]=[C:21]([CH:23]([CH3:25])[CH3:24])[O:22][C:18]=3[C:17]([O:26][CH3:27])=[CH:16][CH:15]=2)[CH2:8][CH2:7][C:6](=[O:13])[CH2:5][CH2:4]1)#[N:2] |f:1.2|. Reported procedure: 0.69 g (1.86 mmol) of methyl 5-cyano-5-(2-isopropyl-7-methoxybenzoxazol-4-yl)-2-oxocyclohexanecarboxylate (starting compound A8) is dissolved in 16 ml of DMSO, a solution of 0.73 g of NaCl in 2 ml of dist. water is added and the mixture is stirred at 140° C. for 8.5 h. After cooling the reaction mixture, it is diluted with 80 ml of dist. water and extracted with ethyl acetate, and the organic phase is separated off, dried over magnesium sulfate and concentrated to dryness in vacuo. After chromat... Starting materials: CCCP(=O)(O)O, Cn1ncc(C(=O)O)c1C(=O)Nc1ccn2nc(-c3ccccc3)nc2c1, COCCNCCOC, CCOC(C)=O, CCN(C(C)C)C(C)C, [Cl-], [Li+], C1CCOC1. Yields the product COCCN(CCOC)C(=O)c1cnn(C)c1C(=O)Nc1ccn2nc(-c3ccccc3)nc2c1. RXN SMILES: [CH2:48]([P:49]([OH:50])([OH:51])=[O:52])[CH2:53][CH3:54].[CH3:1][n:2]1[n:3][cH:4][c:5]([C:25](=[O:26])[OH:27])[c:6]1[C:7]([NH:8][c:9]1[cH:10][c:11]2[n:12]([cH:13][cH:14]1)[n:15][c:16](-[c:18]1[cH:19][cH:20][cH:21][cH:22][cH:23]1)[n:17]2)=[O:24].[CH3:30][O:31][CH2:32][CH2:33][NH:34][CH2:35][CH2:36][O:37][CH3:38].[CH3:60][CH2:61][O:62][C:63](=[O:64])[CH3:65].[CH:39]([N:40]([CH:41]([CH3:42])[CH3:43])[CH2:44][CH3:45])([CH3:46])[CH3:47].[Cl-:29].[Li+:28].[O:55]1[CH2:56][CH2:57][CH2:58][CH2:59]1>>[CH3:1][n:2]1[n:3][cH:4][c:5]([C:25](=[O:27])[N:34]([CH2:33][CH2:32][O:31][CH3:30])[CH2:35][CH2:36][O:37][CH3:38])[c:6]1[C:7]([NH:8][c:9]1[cH:10][c:11]2[n:12]([cH:13][cH:14]1)[n:15][c:16](-[c:18]1[cH:19][cH:20][cH:21][cH:22][cH:23]1)[n:17]2)=[O:24]. The reactants are C(C)N1N=CC=2C1=NC1=CC=C(C=C1C2NCC2CCCCC2)O (1-ethyl-6-hydroxy-N-(cyclohexylmethyl)-1H-pyrazolo[3,4-b]quinolin-4-amine), [OH-].[K+] (KOH), C(Cl)C1CO1 (epichlorohydrin). Run in CS(=O)C (DMSO). Conditions: time 30 minute. Yields the product C(C)N1N=CC=2C1=NC1=CC=C(C=C1C2NCC2CCCCC2)OCC2CO2 (1-ethyl-6-(2,3-epoxypropoxy)-N-(cyclohexylmethyl)-1H-pyrazolo[3,4-b]quinolin-4-amine). RXN SMILES: [CH2:1]([N:3]1[C:7]2=[N:8][C:9]3[C:14]([C:15]([NH:16][CH2:17][CH:18]4[CH2:23][CH2:22][CH2:21][CH2:20][CH2:19]4)=[C:6]2[CH:5]=[N:4]1)=[CH:13][C:12]([OH:24])=[CH:11][CH:10]=3)[CH3:2].[OH-].[K+].[CH2:27]([CH:29]1[O:31][CH2:30]1)Cl>CS(C)=O>[CH2:1]([N:3]1[C:7]2=[N:8][C:9]3[C:14]([C:15]([NH:16][CH2:17][CH:18]4[CH2:23][CH2:22][CH2:21][CH2:20][CH2:19]4)=[C:6]2[CH:5]=[N:4]1)=[CH:13][C:12]([O:24][CH2:27][CH:29]1[O:31][CH2:30]1)=[CH:11][CH:10]=3)[CH3:2] |f:1.2|. Reported procedure: A mixture of 1-ethyl-6-hydroxy-N-(cyclohexylmethyl)-1H-pyrazolo[3,4-b]quinolin-4-amine (6 g), KOH (5 g), and DMSO (70 ml) was stirred for 30 minutes and then epichlorohydrin (1.5 ml) was added. The reaction mixture was stirred overnight and then was partitioned between CH2Cl2 and water. The organic layer was then separated, dried and evaporated to dryness. The residue was purified by column chromatography on silica gel eluting with ethyl acetate, followed by crystallization from hexane/ether to ... Starting materials: Fc1cnc(NCCn2ccnn2)nc1-c1cc2cccc(Br)c2s1, CC(C)(C)OC(=O)NCCc1ccccc1B1OC(C)(C)C(C)(C)O1, C1COCCO1, [Na+], [Na+], O=C([O-])[O-]. The product is CC(C)(C)OC(=O)NCCc1ccccc1-c1cccc2cc(-c3nc(NCCn4ccnn4)ncc3F)sc12. Reaction SMILES: [Br:32][c:33]1[cH:34][cH:35][cH:36][c:37]2[c:38]1[s:39][c:40](-[c:42]1[n:43][c:44]([NH:49][CH2:50][CH2:51][n:52]3[n:53][n:54][cH:55][cH:56]3)[n:45][cH:46][c:47]1[F:48])[cH:41]2.[C:7]([CH3:8])([CH3:9])([CH3:10])[O:11][C:12]([NH:13][CH2:14][CH2:15][c:16]1[c:17]([B:22]2[O:23][C:24]([CH3:25])([CH3:26])[C:27]([CH3:28])([CH3:29])[O:30]2)[cH:18][cH:19][cH:20][cH:21]1)=[O:31].[CH2:57]1[O:58][CH2:59][CH2:60][O:61][CH2:62]1.[Na+:1].[Na+:2].[O-:3][C:4](=[O:5])[O-:6]>>[C:7]([CH3:8])([CH3:9])([CH3:10])[O:11][C:12]([NH:13][CH2:14][CH2:15][c:16]1[c:17](-[c:33]2[cH:34][cH:35][cH:36][c:37]3[c:38]2[s:39][c:40](-[c:42]2[n:43][c:44]([NH:49][CH2:50][CH2:51][n:52]4[n:53][n:54][cH:55][cH:56]4)[n:45][cH:46][c:47]2[F:48])[cH:41]3)[cH:18][cH:19][cH:20][cH:21]1)=[O:31]. Yield: 92.9%. The product is C(=O)C1=C(OC2C=CCCC2)C=CC=C1 (3-(2-formylphenoxy)cyclohexene). The reactants are C(C=1C(O)=CC=CC1)=O (salicylaldehyde), C([O-])([O-])=O.[K+].[K+] (potassium carbonate), BrC1C=CCCC1 (3-bromocyclohexene). Procedure details: In a 10-liter reactor there were introduced 633.4 g (5.19 moles) of salicylaldehyde, 5 liters of acetone and 717.3 g of potassium carbonate, and the mixture was left with stirring at room temperature. After precipitation of the phenate, 836 g (5.19 moles) of 3-bromocyclohexene were rapidly added dropwise, and the mixture was brought to reflux for 21/2 hours. After removal of the inorganic salts by filtration, and evaporation of the solvent, the residue was taken up in ethyl ether, washed with 10... Reaction SMILES: [CH:1](=[O:9])[C:2]1[C:3](=[CH:5][CH:6]=[CH:7][CH:8]=1)[OH:4].C(=O)([O-])[O-].[K+].[K+].Br[CH:17]1[CH2:22][CH2:21][CH2:20][CH:19]=[CH:18]1>CC(C)=O>[CH:1]([C:2]1[CH:8]=[CH:7][CH:6]=[CH:5][C:3]=1[O:4][CH:22]1[CH2:21][CH2:20][CH2:19][CH:18]=[CH:17]1)=[O:9] |f:1.2.3|. The solvent is CC(=O)C (acetone).